Task: describe an organic reaction: reactants, conditions, products, and yield. Dataset: the Open Reaction Database (ORD), a public repository of structured organic reaction records The reactants are C=CC1=CC=CC=C1 (styrene), CCCCCCCCCCCC (dodecane), CN(C=O)C (dimethylformamide), C([O-])(O)=O.[Na+] (sodium bicarbonate), OO (hydrogen peroxide). The reagents and catalysts are C(C)(=O)[O-].[Mn+2].C(C)(=O)[O-] (manganese (II) acetate). The solvent is O (water). Yields the product C1C(C2=CC=CC=C2)O1 (styrene oxide). Yield: 56.0%. Reaction SMILES: [CH2:1]=[CH:2][C:3]1[CH:8]=[CH:7][CH:6]=[CH:5][CH:4]=1.CCCCCCCCCCCC.CN(C)C=[O:24].C(=O)(O)[O-].[Na+].OO>O.C([O-])(=O)C.[Mn+2].C([O-])(=O)C>[CH2:1]1[O:24][CH:2]1[C:3]1[CH:8]=[CH:7][CH:6]=[CH:5][CH:4]=1 |f:3.4,7.8.9|. Procedure details: To a mechanically stirred solution of styrene (0.01 mol), dodecane (0.001 mol), dimethylformamide (0.208 mol), sodium bicarbonate (0.003 mol) and manganese (II) acetate (0.15 mmol) in 10.0 ml of water at 30° C. is added 30% aqueous hydrogen peroxide (0.45mol) in three equal portions over a period of 3 hours. After 8 hours the reaction mixture was extracted with 4×5 ml diethyl ether. The combined organic layer was dried over anhydrous sodium sulphate. Removal of solvent yielded styrene oxide in 5... The reactants are C1(=CC=CC=C1)O (phenol), CN(C=O)C (N,N-dimethylformamide), [H-].[Na+] (sodium hydride), BrCC(=O)OCC (ethyl bromoacetate). Conditions: temperature 100 celsius, time 20 minute. Product: C(C)OC(COC1=CC=C(C=C1)CC=1C=NC=CC1)=O (4-(3-Pyridylmethyl)phenoxyacetic acid ethyl ester). As a reaction SMILES: [C:1]1([OH:7])[CH:6]=[CH:5][CH:4]=[CH:3][CH:2]=1.[H-].[Na+].Br[CH2:11][C:12]([O:14][CH2:15][CH3:16])=[O:13].[CH3:17][N:18]([CH3:21])C=O>>[CH2:15]([O:14][C:12](=[O:13])[CH2:11][O:7][C:1]1[CH:6]=[CH:5][C:4]([CH2:3][C:2]2[CH:17]=[N:18][CH:21]=[CH:6][CH:1]=2)=[CH:3][CH:2]=1)[CH3:16] |f:1.2|. Procedure: A mixture of 0.70 g of the phenol compound(prepared as described in Example 9), 0.30 g of sodium hydride (content 63%) and 14 ml of N,N-dimethylformamide was stirred at 100° C. for 20 minutes, and stirred with 0.64 g of ethyl bromoacetate at 70° C. for 2 hours. The reaction mixture was concentrated under reduced pressure, the residue was dissolved in water, and extracted with diethyl ether. The extract was washed with water, and a saturated aqueous solution of sodium chloride, dried over sodium ...